Task: describe an organic reaction: reactants, conditions, products, and yield. Dataset: the Open Reaction Database (ORD), a public repository of structured organic reaction records Starting materials: C(C)(C)(C)OC(NC1C(CC2=CC=C(C=C12)N)O)=O ((6-amino-2-hydroxyindan-1-yl)carbamic acid tert-butyl ester), C(=O)(C(F)(F)F)O (TFA), O=C1N(C(CC1)=O)OC(=O)C1=CC=C(C=C1)C1=CC=CC=C1 (biphenyl-4-carboxylic acid 2,5-dioxo-pyrrolidin-1-yl ester). The solvent is C(Cl)Cl (methylene chloride). Run at time 1 hour. Yields the product NC1=CC=C2CC(C(C2=C1)NC(=O)C1=CC=C(C=C1)C1=CC=CC=C1)O (biphenyl-4-carboxylic acid (6-amino-2-hydroxyindan-1-yl)amide). The yield is 96.1%. RXN SMILES: C(O[C:6](=[O:19])[NH:7][CH:8]1[C:16]2[C:11](=[CH:12][CH:13]=[C:14]([NH2:17])[CH:15]=2)[CH2:10][CH:9]1[OH:18])(C)(C)C.C(O)(C(F)(F)F)=O.O=C1CCC(=O)N1OC([C:37]1[CH:42]=[CH:41][C:40]([C:43]2[CH:48]=[CH:47][CH:46]=[CH:45][CH:44]=2)=[CH:39][CH:38]=1)=O>C(Cl)Cl>[NH2:17][C:14]1[CH:15]=[C:16]2[C:11]([CH2:10][CH:9]([OH:18])[CH:8]2[NH:7][C:6]([C:46]2[CH:47]=[CH:48][C:43]([C:40]3[CH:41]=[CH:42][CH:37]=[CH:38][CH:39]=3)=[CH:44][CH:45]=2)=[O:19])=[CH:12][CH:13]=1. Procedure details: Combine (6-amino-2-hydroxyindan-1-yl)carbamic acid tert-butyl ester (1.5 g, 5.68 mmol) with 5 mL of TFA at 0° C. Stir the mixture for 1 h and then evaporate to dryness. Added 3.0 mL of triethylamine and 30 mL of methylene chloride the residue. To this mixture, add a solution of biphenyl-4-carboxylic acid 2,5-dioxo-pyrrolidin-1-yl ester (1.76 g, 5.96 mmol) in 15 mL of methylene chloride. Stir the resulting mixture for 12 h. Evaporate solvent and purify the residue by a column chromatography (sili... Yield: 93.3%. As a reaction SMILES: [Cl:1][C:2]1[CH:7]=[CH:6][C:5]([CH2:8][N:9]([CH2:13][C:14]2([NH:17]C(=O)OC(C)(C)C)[CH2:16][CH2:15]2)[CH2:10][CH2:11][OH:12])=[CH:4][C:3]=1[C:25]([NH:27][CH2:28][C:29]12[CH2:38][CH:33]3[CH2:34][CH:35]([CH2:37][CH:31]([CH2:32]3)[CH2:30]1)[CH2:36]2)=[O:26].Cl.N>CO.O1CCOCC1>[NH2:17][C:14]1([CH2:13][N:9]([CH2:8][C:5]2[CH:6]=[CH:7][C:2]([Cl:1])=[C:3]([CH:4]=2)[C:25]([NH:27][CH2:28][C:29]23[CH2:30][CH:31]4[CH2:32][CH:33]([CH2:34][CH:35]([CH2:37]4)[CH2:36]2)[CH2:38]3)=[O:26])[CH2:10][CH2:11][OH:12])[CH2:16][CH2:15]1. Reactants: Cl (HCl), ClC1=C(C=C(C=C1)CN(CCO)CC1(CC1)NC(OC(C)(C)C)=O)C(=O)NCC12CC3CC(CC(C1)C3)C2 ([1-[[[[4-Chloro-3-[[(tricyclo[3.3.1.13,7]dec-1-ylmethyl)amino]carbonyl]phenyl]-methyl](2-hydroxyethyl)amino]methyl]cyclopropyl]-carbamic acid, 1,1-dimethylethyl ester), N (ammonia). Conditions: time 14 hour. Reported procedure: [1-[[[[4-Chloro-3-[[(tricyclo[3.3.1.13,7]dec-1-ylmethyl)amino]carbonyl]phenyl]-methyl](2-hydroxyethyl)amino]methyl]cyclopropyl]-carbamic acid, 1,1-dimethylethyl ester (Example 71d, 0.302 g) was dissolved in methanol (10 ml) and 4N HCl in dioxane (10 ml) was added. The mixture was stirred for 14 h at room temperature, then poured into 25% aqueous ammonia solution and concentrated under reduced pressure to give the free base. This was purified by column chromatography over silica (eluting with 19:... Yields the product NC1(CC1)CN(CCO)CC=1C=CC(=C(C(=O)NCC23CC4CC(CC(C2)C4)C3)C1)Cl (5-[[[(1-Aminocyclopropyl)methyl](2-hydroxyethyl)amino]methyl]-2-chloro-N-(tricyclo[3.3.1.13,7]dec-1-ylmethyl)-benzamide). Run in O1CCOCC1 (dioxane), CO (methanol). Starting materials: CCC(=O)Cl, CCOc1ccc2c(c1-c1ncnc3c(C(=O)NC4CCNCC4)c[nH]c13)OCO2. The product is CCOc1ccc2c(c1-c1ncnc3c(C(=O)NC4CCN(C(=O)CC)CC4)c[nH]c13)OCO2. As a reaction SMILES: [C:31]([CH2:32][CH3:33])(=[O:34])[Cl:35].[NH:1]1[CH2:2][CH2:3][CH:4]([NH:7][C:8](=[O:9])[c:10]2[cH:11][nH:12][c:13]3[c:14]2[n:15][cH:16][n:17][c:18]3-[c:19]2[c:20]([O:28][CH2:29][CH3:30])[cH:21][cH:22][c:23]3[c:27]2[O:26][CH2:25][O:24]3)[CH2:5][CH2:6]1>>[N:1]1([C:31]([CH2:32][CH3:33])=[O:34])[CH2:2][CH2:3][CH:4]([NH:7][C:8](=[O:9])[c:10]2[cH:11][nH:12][c:13]3[c:14]2[n:15][cH:16][n:17][c:18]3-[c:19]2[c:20]([O:28][CH2:29][CH3:30])[cH:21][cH:22][c:23]3[c:27]2[O:26][CH2:25][O:24]3)[CH2:5][CH2:6]1.